Dataset: the Open Reaction Database (ORD), a public repository of structured organic reaction records. Task: describe an organic reaction: reactants, conditions, products, and yield The reactants are CCN(C(=O)OCc1ccccc1)C1CCC2(CC1)OCCO2, CC#N, Cl. The product is CCN(C(=O)OCc1ccccc1)C1CCC(=O)CC1. RXN SMILES: [CH2:1]([CH3:2])[N:3]([C:4]([O:5][CH2:6][c:7]1[cH:8][cH:9][cH:10][cH:11][cH:12]1)=[O:13])[CH:14]1[CH2:15][CH2:16][C:17]2([O:18][CH2:21][CH2:20][O:19]2)[CH2:22][CH2:23]1.[CH3:25][C:26]#[N:27].[ClH:24]>>[CH2:1]([CH3:2])[N:3]([C:4]([O:5][CH2:6][c:7]1[cH:8][cH:9][cH:10][cH:11][cH:12]1)=[O:13])[CH:14]1[CH2:15][CH2:16][C:17](=[O:18])[CH2:22][CH2:23]1. Reactants: C(C)(C)(C)OC(=O)N(CCNCC)CC (N-tert.-butoxycarbonyl-N,N'-diethylethylenediamine), C(C)(C)N(C(C)C)CC (N,N-diisopropylethylamine), ClC(=O)OC1=CC=C(C=C1)OC (4-methoxyphenyl chloroformate). Solvent: O1CCCC1 (tetrahydrofuran), O1CCCC1 (tetrahydrofuran). Reaction conditions: time 8 hour. The product is COC1=CC=C(C=C1)OC(N(CCN(CC)C(=O)OC(C)(C)C)CC)=O (N-Ethyl-N-[2-(N-tert.-butoxycarbonyl-N-ethylamino)ethyl]carbamic acid 4-methoxyphenyl ester). Isolated yield 64.2%. RXN SMILES: [C:1]([O:5][C:6]([N:8]([CH2:14][CH3:15])[CH2:9][CH2:10][NH:11][CH2:12][CH3:13])=[O:7])([CH3:4])([CH3:3])[CH3:2].C(N(CC)C(C)C)(C)C.Cl[C:26]([O:28][C:29]1[CH:34]=[CH:33][C:32]([O:35][CH3:36])=[CH:31][CH:30]=1)=[O:27]>O1CCCC1>[CH3:36][O:35][C:32]1[CH:33]=[CH:34][C:29]([O:28][C:26](=[O:27])[N:11]([CH2:12][CH3:13])[CH2:10][CH2:9][N:8]([C:6]([O:5][C:1]([CH3:4])([CH3:3])[CH3:2])=[O:7])[CH2:14][CH3:15])=[CH:30][CH:31]=1. Procedure details: A solution of N-tert.-butoxycarbonyl-N,N'-diethylethylenediamine (3.22 g, 15 mmol) and N,N-diisopropylethylamine (2.6 mL, 15 mmol) in tetrahydrofuran (100 mL) was added over 1 hour to a stirred, cooled solution of 4-methoxyphenyl chloroformate (2.78 g, 15 mmol) in tetrahydrofuran (50 mL). After stirring at 20°-25° overnight, solvent was removed under reduced pressure and the residue partitioned between ethyl acetate and water. The organic extract was washed with brine, dried (Na2SO4), filtered a... Product: C1(CCCCC1)O (cyclohexanol), C1(CCCCC1)=O (cyclohexanone), C12C(CCCC1)O2 (cyclohexene oxide), C1=CCCCC1 (cyclohexene). Procedure: In step b), the cyclohexyl hydroperoxide-containing mixture from step a) and a cyclohexene oxide-containing epoxidation mixture which is produced in step c) and essentially comprises cyclohexanol, cyclohexanone, cyclohexene oxide, cyclohexene, cyclohexane and catalyst are jointly separated by distillation. The mixtures from step a) and step c) to be distilled are advantageously mixed before introduction into the column. On distillation, the following fractions are separated: The solvent is C1CCCCC1 (cyclohexane). RXN SMILES: [CH:1]1([O:7]O)[CH2:6][CH2:5][CH2:4][CH2:3][CH2:2]1.[CH:9]12[O:15][CH:10]1[CH2:11][CH2:12][CH2:13][CH2:14]2>C1CCCCC1>[CH:1]1([OH:7])[CH2:6][CH2:5][CH2:4][CH2:3][CH2:2]1.[C:10]1(=[O:15])[CH2:11][CH2:12][CH2:13][CH2:14][CH2:9]1.[CH:1]12[O:7][CH:2]1[CH2:3][CH2:4][CH2:5][CH2:6]2.[CH:1]1[CH2:6][CH2:5][CH2:4][CH2:3][CH:2]=1. The reactants are C1(CCCCC1)OO (cyclohexyl hydroperoxide), mixture, C12C(CCCC1)O2 (cyclohexene oxide). Starting materials: O[C@H]1C[C@H](N(C1)C(=O)OC(C)(C)C)C(=O)OC ((2S,4S)-1-tert-butyl 2-methyl 4-hydroxypyrrolidine-1,2-dicarboxylate), N1C=NC=C1 (imidazole), [Si](C)(C)(C(C)(C)C)Cl (t-butyldimethylsilyl chloride). The solvent is CN(C)C=O (DMF), CCOC(=O)C (EtOAc). Reaction conditions: time 4 day. The product is [Si](C)(C)(C(C)(C)C)O[C@H]1C[C@H](N(C1)C(=O)OC(C)(C)C)C(=O)OC ((2S,4S)-1-tert-butyl 2-methyl 4-(tert-butyldimethylsilyloxy)pyrrolidine-1,2-dicarboxylate). Yield: 95.7%. Reaction SMILES: [OH:1][C@@H:2]1[CH2:6][N:5]([C:7]([O:9][C:10]([CH3:13])([CH3:12])[CH3:11])=[O:8])[C@H:4]([C:14]([O:16][CH3:17])=[O:15])[CH2:3]1.N1C=CN=C1.[Si:23](Cl)([C:26]([CH3:29])([CH3:28])[CH3:27])([CH3:25])[CH3:24]>CN(C=O)C.CCOC(C)=O>[Si:23]([O:1][C@@H:2]1[CH2:6][N:5]([C:7]([O:9][C:10]([CH3:11])([CH3:12])[CH3:13])=[O:8])[C@H:4]([C:14]([O:16][CH3:17])=[O:15])[CH2:3]1)([C:26]([CH3:29])([CH3:28])[CH3:27])([CH3:25])[CH3:24]. Reported procedure: A mixture of (2S,4S)-1-tert-butyl 2-methyl 4-hydroxypyrrolidine-1,2-dicarboxylate (10 g, 40.7 mmol), imidazole (5.54 g, 81.4 mmol) and t-butyldimethylsilyl chloride (6.6 g, 45 mmol) in DMF (50 ml) was stirred and r.t. for 4 days. The mixture was diluted with EtOAc and washed with H2O and sat. NH4Cl. The organic layer was dried over MgSO4 and concentrated. 14 g of an oil product was obtained and used without further purification.